describe an organic reaction: reactants, conditions, products, and yield From a dataset of the Open Reaction Database (ORD), a public repository of structured organic reaction records. Reactants: C(#N)C1=CC2=C(N(C=N2)C2=CC=CC=C2)C(=C1)I (5-cyano-7-iodo-1-phenylbenzimidazole), OCC1=CC=C(C=C1)B(O)O (4-hydroxymethylphenylboronic acid), C([O-])([O-])=O.[K+].[K+] (potassium carbonate), C(#N)C1=CC2=C(N(C=N2)C2=CC=CC=C2)C(=C1)C1=CC(=CC=C1)CO (5-cyano-7-(3-hydroxymethylphenyl)-1-phenylbenzimidazole). The reagents and catalysts are C=1C=CC(=CC1)[P](C=2C=CC=CC2)(C=3C=CC=CC3)[Pd]([P](C=4C=CC=CC4)(C=5C=CC=CC5)C=6C=CC=CC6)([P](C=7C=CC=CC7)(C=8C=CC=CC8)C=9C=CC=CC9)[P](C=1C=CC=CC1)(C=1C=CC=CC1)C=1C=CC=CC1 (tetrakis(triphenylphosphine)palladium(0)). Run in C1(=CC=CC=C1)C (toluene), C(C)O (ethanol). The product is C(#N)C1=CC2=C(N(C=N2)C2=CC=CC=C2)C(=C1)C1=CC=C(C=C1)CO (5-Cyano-7-(4-hydroxymethylphenyl)-1-phenylbenzimidazole), solid. As a reaction SMILES: [C:1]([C:3]1[CH:17]=[C:16](I)[C:6]2[N:7]([C:10]3[CH:15]=[CH:14][CH:13]=[CH:12][CH:11]=3)[CH:8]=[N:9][C:5]=2[CH:4]=1)#[N:2].[OH:19][CH2:20][C:21]1[CH:26]=[CH:25][C:24](B(O)O)=[CH:23][CH:22]=1.C(=O)([O-])[O-].[K+].[K+].C(C1C=C(C2C=CC=C(CO)C=2)C2N(C3C=CC=CC=3)C=NC=2C=1)#N>C1(C)C=CC=CC=1.C(O)C.C1C=CC([P]([Pd]([P](C2C=CC=CC=2)(C2C=CC=CC=2)C2C=CC=CC=2)([P](C2C=CC=CC=2)(C2C=CC=CC=2)C2C=CC=CC=2)[P](C2C=CC=CC=2)(C2C=CC=CC=2)C2C=CC=CC=2)(C2C=CC=CC=2)C2C=CC=CC=2)=CC=1>[C:1]([C:3]1[CH:17]=[C:16]([C:24]2[CH:25]=[CH:26][C:21]([CH2:20][OH:19])=[CH:22][CH:23]=2)[C:6]2[N:7]([C:10]3[CH:15]=[CH:14][CH:13]=[CH:12][CH:11]=3)[CH:8]=[N:9][C:5]=2[CH:4]=1)#[N:2] |f:2.3.4,^1:74,76,95,114|. Procedure details: 5-Cyano-7-(4-hydroxymethylphenyl)-1-phenylbenzimidazole was prepared from 5-cyano-7-iodo-1-phenylbenzimidazole (1.0 g, 2.90 mmol), 4-hydroxymethylphenylboronic acid (440 mg, 2.90 mmol), tetrakis(triphenylphosphine)palladium(0) (330 mg, 2.90 mmol) and potassium carbonate (2M in water, 2.9 ml, 800 mg, 5.8 mmol) in toluene (8.0 ml) and ethanol (2.0 ml) using the method described for 5-cyano-7-(3-hydroxymethylphenyl)-1-phenylbenzimidazole. 5-Cyano-7-(4-hydroxymethylphenyl)-1-phenylbenzimidazole was ... The reactants are N1=CC=CC=C1 (pyridine), BrCC(C)Cl (1-bromo-2-chloropropane), N1=CC=CC=C1 (Pyridine), BrCCCBr (1,3-dibromopropane). Solvent: O1CCCC1 (tetrahydrofuran). The product is [Br-].ClCCC[N+]1=CC=CC=C1 (1-(3-chloropropyl)pyridinium bromide). RXN SMILES: [N:1]1[CH:6]=[CH:5][CH:4]=[CH:3][CH:2]=1.[Br:7]C[CH:9]([Cl:11])[CH3:10].Br[CH2:13]CCBr>O1CCCC1>[Br-:7].[Cl:11][CH2:9][CH2:10][CH2:13][N+:1]1[CH:6]=[CH:5][CH:4]=[CH:3][CH:2]=1 |f:4.5|. Procedure: 1-(3-chloropropyl)pyridinium bromide was prepared by the reaction of pyridine and 1-bromo-2-chloropropane. Pyridine (66 mL, 64.35 grams, 0.81 moles), 1,3-dibromopropane (166.23 grams, 0.82 moles) and tetrahydrofuran (150 mL) were added to a 1 L, round bottom flask equipped with air condensers and a magnetic stirring plate. The reagents were allowed to react at room temperature for 4 days. The reaction became cloudy as precipitate accumulated. Solids were collected by vacuum filtration, resuspend... The reactants are resultant mixture, O (water), N1N=NC=C1 (triazole), [H-].[Na+] (sodium hydride), CN(C=O)C (dimethylformamide), O1C(CCCC1)O[C@H](C)C1(OC1)C1=C(C=C(C=C1)F)F (2-[(1R)-1-(3,4,5,6-tetrahydro-2H-pyran-2-yloxy)ethyl]-2-(2,4-difluorophenyl)oxirane), CN(C=O)C (dimethylformamide). Yields the product FC1=C(C=CC(=C1)F)C(CN1N=CN=C1)([C@@H](C)OC1OCCCC1)O ((3R)-2-(2,4-difluorophenyl)-3-(3,4,5,6-tetrahydro-2H-pyran-2-yloxy)-1-(1H- 1,2,4-triazol-1-yl)-2-butanol). RXN SMILES: [H-].[Na+].N1C=[CH:6][N:5]=[N:4]1.[O:8]1[CH2:13][CH2:12][CH2:11][CH2:10][CH:9]1[O:14][C@@H:15]([C:17]1([C:20]2[CH:25]=[CH:24][C:23]([F:26])=[CH:22][C:21]=2[F:27])[CH2:19][O:18]1)[CH3:16].O.[CH3:29][N:30](C)C=O>>[F:27][C:21]1[CH:22]=[C:23]([F:26])[CH:24]=[CH:25][C:20]=1[C:17]([OH:18])([C@H:15]([O:14][CH:9]1[CH2:10][CH2:11][CH2:12][CH2:13][O:8]1)[CH3:16])[CH2:19][N:5]1[CH:6]=[N:30][CH:29]=[N:4]1 |f:0.1|. Procedure details: In dimethylformamide (50 ml) was dispersed 60% sodium hydride (2.64 g) in mineral oil, to which was added, under ice-cooling, triazole (6.84 g), and the mixture was stirred for 15 minutes. To the mixture was added a dimethylformamide solution (10 ml) of 2-[(1R)-1-(3,4,5,6-tetrahydro-2H-pyran-2-yloxy)ethyl]-2-(2,4-difluorophenyl)oxirane (4.7 g). The resultant mixture was heated for 3 hours at 80° C. The reaction mixture was cooled, which was then poured into cold water (200 ml), followed by extra... Starting materials: C(C)(C)C(C#N)(N1C(C=CC1=O)=O)C (α-isopropyl-α-methyl-2,5-dioxo-3-pyrroline-1-acetonitrile), S(O)(O)(=O)=O (sulfuric acid), [Cl-].[Na+] (sodium chloride), C(C)(=O)OCC (ethyl acetate). Run in C(Cl)Cl (methylene chloride). Run at time 16 hour. The product is C(C)(C)C(C(=O)N)(N1C(C=CC1=O)=O)C (α-Isopropyl-α-methyl-2,5-dioxo-3-pyrroline-1-acetamide). The yield is 72.0%. As a reaction SMILES: [CH:1]([C:4]([CH3:14])([N:7]1[C:11](=[O:12])[CH:10]=[CH:9][C:8]1=[O:13])[C:5]#[N:6])([CH3:3])[CH3:2].S(=O)(=O)(O)[OH:16].[Cl-].[Na+].C(OCC)(=O)C>C(Cl)Cl>[CH:1]([C:4]([CH3:14])([N:7]1[C:11](=[O:12])[CH:10]=[CH:9][C:8]1=[O:13])[C:5]([NH2:6])=[O:16])([CH3:3])[CH3:2] |f:2.3|. Procedure details: A solution of α-isopropyl-α-methyl-2,5-dioxo-3-pyrroline-1-acetonitrile (2.0 g, 0.104 mol) in methylene chloride (30 ml) is added in a fine stream to concentrated sulfuric acid at room temperature. After stirring overnight at room temperature for 16 hours the mixture is poured onto ice, containing sodium chloride and ethyl acetate. The organic layer is washed with aqueous sodium bicarbonate, brine and dried. Evaporation after washing with ether-pentane gives a solid (72%), mp 138.5°-140° C. Anal... Starting materials: N1=C(C=CC=C1)SSCCNC(=O)NNC(=O)OC(C)(C)C (N-[2-[(2-pyridinyl)dithio]ethyl]-2-(tert.-butoxy-carbonyl)hydrazinecarboxamide). Solvent: C(=O)(C(F)(F)F)O (TFA). Yields the product N1=C(C=CC=C1)SSCCNC(=O)NN (N-[2-[(2-pyridinyl)dithio]ethyl]hydrazinecarboxamide), compound 10. RXN SMILES: [N:1]1[CH:6]=[CH:5][CH:4]=[CH:3][C:2]=1[S:7][S:8][CH2:9][CH2:10][NH:11][C:12]([NH:14][NH:15]C(OC(C)(C)C)=O)=[O:13]>C(O)(C(F)(F)F)=O>[N:1]1[CH:6]=[CH:5][CH:4]=[CH:3][C:2]=1[S:7][S:8][CH2:9][CH2:10][NH:11][C:12]([NH:14][NH2:15])=[O:13]. Procedure: In a first embodiment, a novel bifunctional compound was prepared by first reacting methoxycarbonylsulfenyl chloride with 2-aminoethanethiol hydrochloride, then 2-mercaptopyridine to form 2-[(2-pyridinyl)dithio]ethanamine hydrochloride (see FIG. 2). This compound was then reacted with phosgene in the presence of triethylamine (TEA), then t-butyl carbazate, to form N-[2-[(2-pyridinyl)dithio]ethyl]-2-(tert.-butoxy-carbonyl)hydrazinecarboxamide. The hydrazinecarboxamide was next dissolved in TFA to... Reactants: N#CCC(=O)O, C1CCOC1, CCN=C=NCCCN(C)C, CCN(C(C)C)C(C)C, Cl, NCc1cccc(C(F)(F)F)c1, O, O, On1nnc2ccccc21. Product: N#CCC(=O)NCc1cccc(C(F)(F)F)c1. RXN SMILES: [C:1](#[N:2])[CH2:3][C:4](=[O:5])[OH:6].[CH2:51]1[O:52][CH2:53][CH2:54][CH2:55]1.[CH3:8][N:9]([CH3:10])[CH2:11][CH2:12][CH2:13][N:14]=[C:15]=[N:16][CH2:17][CH3:18].[CH:30]([N:31]([CH2:32][CH3:33])[CH:34]([CH3:35])[CH3:36])([CH3:37])[CH3:38].[ClH:7].[F:39][C:40]([c:41]1[cH:42][c:43]([CH2:44][NH2:45])[cH:46][cH:47][cH:48]1)([F:49])[F:50].[OH2:19].[OH2:56].[OH:20][n:21]1[c:22]2[cH:23][cH:24][cH:25][cH:26][c:27]2[n:28][n:29]1>>[C:1](#[N:2])[CH2:3][C:4](=[O:6])[NH:45][CH2:44][c:43]1[cH:42][c:41]([C:40]([F:39])([F:49])[F:50])[cH:48][cH:47][cH:46]1.